Dataset: the Open Reaction Database (ORD), a public repository of structured organic reaction records. Task: describe an organic reaction: reactants, conditions, products, and yield Reaction SMILES: [C:29](=[O:30])([O-:31])[O-:32].[CH3:35][N:36]([CH3:37])[CH:38]=[O:39].[Cl:1][c:2]1[o:3][c:4]([CH2:14][CH2:15][C:16](=[O:17])[O:18][CH3:19])[c:5](-[c:7]2[cH:8][c:9]([Cl:13])[cH:10][cH:11][cH:12]2)[n:6]1.[K+:33].[K+:34].[OH2:40].[nH:20]1[cH:21][n:22][c:23]2[c:24]1[cH:25][cH:26][cH:27][cH:28]2>>[c:2]1(-[n:20]2[cH:21][n:22][c:23]3[c:24]2[cH:25][cH:26][cH:27][cH:28]3)[o:3][c:4]([CH2:14][CH2:15][C:16](=[O:17])[O:18][CH3:19])[c:5](-[c:7]2[cH:8][c:9]([Cl:13])[cH:10][cH:11][cH:12]2)[n:6]1. The reactants are O=C([O-])[O-], CN(C)C=O, COC(=O)CCc1oc(Cl)nc1-c1cccc(Cl)c1, [K+], [K+], O, c1ccc2[nH]cnc2c1. Product: COC(=O)CCc1oc(-n2cnc3ccccc32)nc1-c1cccc(Cl)c1. The reactants are CC=1C=C(C=C2C(=CN(C12)CCC1=CC=CC=C1)C1CCN(CC1)C)O (7-methyl-3-(1-methylpiperdin-4-yl)-1-phenethyl-1H-indol-5-ol), [H-].[Na+] (sodium hydride), FC1=C(C(=CC=C1)F)S(=O)(=O)Cl (2,6-diflurobenzenesulfonyl chloride). The solvent is C1CCOC1 (THF). Yields the product Cl.CC=1C=C(C=C2C(=CN(C12)CCC1=CC=CC=C1)C1CCN(CC1)C)OS(=O)(=O)C1=C(C=CC=C1F)F (2,6-Difluorobenzenesulfonic acid 7-methyl-1-phenethyl-3-(1-methylpiperidin-4-yl)-1H-indol-5yl ester hydrochloride). Yield: 44.1%. Reaction SMILES: [CH3:1][C:2]1[CH:3]=[C:4]([OH:26])[CH:5]=[C:6]2[C:10]=1[N:9]([CH2:11][CH2:12][C:13]1[CH:18]=[CH:17][CH:16]=[CH:15][CH:14]=1)[CH:8]=[C:7]2[CH:19]1[CH2:24][CH2:23][N:22]([CH3:25])[CH2:21][CH2:20]1.[H-].[Na+].[F:29][C:30]1[CH:35]=[CH:34][CH:33]=[C:32]([F:36])[C:31]=1[S:37]([Cl:40])(=[O:39])=[O:38]>C1COCC1>[ClH:40].[CH3:1][C:2]1[CH:3]=[C:4]([O:26][S:37]([C:31]2[C:32]([F:36])=[CH:33][CH:34]=[CH:35][C:30]=2[F:29])(=[O:39])=[O:38])[CH:5]=[C:6]2[C:10]=1[N:9]([CH2:11][CH2:12][C:13]1[CH:18]=[CH:17][CH:16]=[CH:15][CH:14]=1)[CH:8]=[C:7]2[CH:19]1[CH2:20][CH2:21][N:22]([CH3:25])[CH2:23][CH2:24]1 |f:1.2,5.6|. Procedure: By a method similar to Example 56, using 7-methyl-3-(1-methylpiperdin-4-yl)-1-phenethyl-1H-indol-5-ol (0.55 mmol, 0.190 g) in THF (1.4 mL), sodium hydride (0.65 mmol, 0.026 g, 60% dispersion in mineral oil), and 2,6-diflurobenzenesulfonyl chloride (0.60 mmol, 0.128 g) afforded 0.136 g (44%) of the title compound: MS (ion spray): m/z=511 (M+1); 1H NMR (DMSOd6): 7.97-7.87 (m, 1H), 7.45-7.38 (m, 2H), 7.29-7.17 (m, 2H), 7.13 (d, 2H), 6.63 (d, J=1.10 Hz, 1H), 4.53 (t, J=7.50 Hz, 2H), 3.47-3.39 (m, 2H... The reactants are CO, CC(=O)O, CCOC(=O)C(N)c1c[nH]c2ccccc12, [Na+], [OH-]. The product is NC(C(=O)O)c1c[nH]c2ccccc12. As a reaction SMILES: [CH3:19][OH:20].[CH3:21][C:22](=[O:23])[OH:24].[NH2:1][CH:2]([C:3](=[O:4])[O:5][CH2:6][CH3:7])[c:8]1[cH:9][nH:10][c:11]2[cH:12][cH:13][cH:14][cH:15][c:16]12.[Na+:18].[OH-:17]>>[NH2:1][CH:2]([C:3](=[O:4])[OH:5])[c:8]1[cH:9][nH:10][c:11]2[cH:12][cH:13][cH:14][cH:15][c:16]12.